Dataset: the Open Reaction Database (ORD), a public repository of structured organic reaction records. Task: describe an organic reaction: reactants, conditions, products, and yield Reactants: ClCCC[Si](Cl)(Cl)Cl (Gamma-chloropropyltrichlorosilane), sodium trimethylsilanoate, [Si](C)(C)(C)O[Na] ((CH3)3SiONa). Run in CCOCC (ether), CCOCC (ether). Conditions: time 12 hour. The product is ClCCC[Si](O[Si](C)(C)C)(O[Si](C)(C)C)O[Si](C)(C)C (gamma-chloropropyltris-trimethylsiloxysilane). As a reaction SMILES: [Cl:1][CH2:2][CH2:3][CH2:4][Si:5](Cl)(Cl)Cl.[Si:9]([O:13][Na])([CH3:12])([CH3:11])[CH3:10]>CCOCC>[Cl:1][CH2:2][CH2:3][CH2:4][Si:5]([O:13][Si:9]([CH3:12])([CH3:11])[CH3:10])([O:13][Si:9]([CH3:12])([CH3:11])[CH3:10])[O:13][Si:9]([CH3:12])([CH3:11])[CH3:10]. Procedure: Gamma-chloropropyltrichlorosilane (21.2 g., 0.1 mole) is dissolved in 200 ml. of dry ether and an ether slurry of (33.6g, 0.3 mole) sodium trimethylsilanoate, (CH3)3SiONa, is added in small portions. The mixture is allowed to stand for 12 hours and is then refluxed for an additional 3 hours. Filtration of the sodium chloride and removal of the ether from the filtrate leaves gamma-chloropropyltris-trimethylsiloxysilane.